The task is: describe an organic reaction: reactants, conditions, products, and yield. This data is from the Open Reaction Database (ORD), a public repository of structured organic reaction records. Starting materials: CN1CCN(c2ccccc2OCC(=O)Cl)CC1, CCN(C(C)C)C(C)C, CN1CCN(c2ccccc2OCC(=O)Nc2cc(Cl)ccc2-c2nnn[nH]2)CC1, O=C(Nc1cc(Cl)ccc1-c1nnn[nH]1)c1ccccc1, ClCCl. Yields the product CN1CCN(c2ccccc2O)CC1. Reaction SMILES: [CH3:61][N:62]1[CH2:63][CH2:64][N:65]([c:66]2[cH:67][cH:68][cH:69][cH:70][c:71]2[O:72][CH2:73][C:74]([Cl:75])=[O:76])[CH2:77][CH2:78]1.[CH:52]([N:53]([CH2:54][CH3:55])[CH:56]([CH3:57])[CH3:58])([CH3:59])[CH3:60].[Cl:1][c:2]1[cH:3][cH:4][c:5](-[c:6]2[nH:7][n:8][n:9][n:10]2)[c:25]([NH:26][C:27](=[O:28])[CH2:29][O:11][c:12]2[c:13]([N:18]3[CH2:19][CH2:20][N:21]([CH3:24])[CH2:22][CH2:23]3)[cH:14][cH:15][cH:16][cH:17]2)[cH:30]1.[Cl:31][c:32]1[cH:33][cH:34][c:35](-[c:36]2[nH:37][n:38][n:39][n:40]2)[c:41]([NH:42][C:43](=[O:44])[c:45]2[cH:46][cH:47][cH:48][cH:49][cH:50]2)[cH:51]1.[Cl:79][CH2:80][Cl:81]>>[OH:11][c:12]1[c:13]([N:18]2[CH2:19][CH2:20][N:21]([CH3:24])[CH2:22][CH2:23]2)[cH:14][cH:15][cH:16][cH:17]1. Starting materials: C=C(C)C=1C=C(C=NC1)C(C)=O (1-(5-(prop-1-en-2-yl)pyridin-3-yl)ethanone), NO.Cl (NH2OH.HCl). Solvent: O (water), [OH-].[Na+] (NaOH), CCO (EtOH). Yields the product C=C(C)C=1C=C(C=NC1)C(C)=NO (1-(5-(prop-1-en-2-yl)pyridin-3-yl)ethanone oxime). Yield: 79.4%. As a reaction SMILES: [CH2:1]=[C:2]([C:4]1[CH:5]=[C:6]([C:10](=O)[CH3:11])[CH:7]=[N:8][CH:9]=1)[CH3:3].[NH2:13][OH:14].Cl>CCO.O.[OH-].[Na+]>[CH2:1]=[C:2]([C:4]1[CH:5]=[C:6]([C:10](=[N:13][OH:14])[CH3:11])[CH:7]=[N:8][CH:9]=1)[CH3:3] |f:1.2,5.6|. Procedure: To a stirred solution of 1-(5-(prop-1-en-2-yl)pyridin-3-yl)ethanone (460 mg, 2.86 mmol) in 95% EtOH was added a solution of NH2OH.HCl (1.19 g, 17.14 mmol) in a mixture of water (5.8 mL) and 10% NaOH (5.8 mL) and refluxed for 2.5 h. All solvent was removed. The residue was dissolved in CHCl3, washed with water, dried with Na2SO4 and concentrated under reduced pressure to yield 400 mg of crude 1-(5-(prop-1-en-2-yl)pyridin-3-yl)ethanone oxime. Isolated yield 61.5%. Reaction SMILES: Br[CH2:2][CH2:3][CH2:4][CH:5]1[CH2:10][CH2:9][N:8]([CH:11]=[O:12])[CH2:7][CH2:6]1.[C-:13]#[N:14].[Na+]>C(O)C>[C:13]([CH2:2][CH2:3][CH2:4][CH:5]1[CH2:10][CH2:9][N:8]([CH:11]=[O:12])[CH2:7][CH2:6]1)#[N:14] |f:1.2|. Procedure: 4-(3-Bromopropyl)-1-piperidinecarboxaldehyde (60 g, 0.256M) and NaCN (25 g) in ethanol (600 ml) was refluxed for 7 hours, Solvent was removed, added water (300-400 ml) and extracted with CH2Cl2 (4×200 ml). The extracts, dried over Na2SO4 was stripped to dryness which was purified on silica gel columns, eluted with ethylacetate-hexane (8:2 parts by volume) to yield 4-(3-cyanopropyl)-1-piperidinecarboxaldehyde (28.4 g, 61% yield). Yields the product C(#N)CCCC1CCN(CC1)C=O (4-(3-cyanopropyl)-1-piperidinecarboxaldehyde). The reactants are BrCCCC1CCN(CC1)C=O (4-(3-Bromopropyl)-1-piperidinecarboxaldehyde), [C-]#N.[Na+] (NaCN). Run in C(C)O (ethanol). Starting materials: CS(C)=O, CCOC(C)=O, NC12CC3CC(CC1C3)C2, N#CC1CCCN1C(=O)CCl, [K+], [K+], O=C([O-])[O-]. The product is N#CC1CCCN1C(=O)CNC12CC3CC(CC1C3)C2. As a reaction SMILES: [CH3:28][S:29]([CH3:30])=[O:31].[CH3:32][CH2:33][O:34][C:35]([CH3:36])=[O:37].[CH:1]12[CH2:2][C:3]3([NH2:10])[CH2:4][CH:5]([CH2:6][CH:7]3[CH2:8]1)[CH2:9]2.[Cl:17][CH2:18][C:19](=[O:20])[N:21]1[CH:22]([C:26]#[N:27])[CH2:23][CH2:24][CH2:25]1.[K+:11].[K+:12].[O-:13][C:14]([O-:15])=[O:16]>>[CH:1]12[CH2:2][C:3]3([NH:10][CH2:18][C:19](=[O:20])[N:21]4[CH:22]([C:26]#[N:27])[CH2:23][CH2:24][CH2:25]4)[CH2:4][CH:5]([CH2:6][CH:7]3[CH2:8]1)[CH2:9]2. Starting materials: O=C([O-])[O-], CCOC(=O)c1ccc(F)cc1, CCCCc1c(C#N)c[nH]c1C, CN(C)C=O, [Cs+], [Cs+], O. Product: CCCCc1c(C#N)cn(-c2ccc(C(=O)OCC)cc2)c1C. RXN SMILES: [C:25](=[O:26])([O-:27])[O-:28].[CH2:13]([CH3:14])[O:15][C:16]([c:17]1[cH:18][cH:19][c:20]([F:23])[cH:21][cH:22]1)=[O:24].[CH2:1]([CH2:2][CH2:3][CH3:4])[c:5]1[c:6]([C:11]#[N:12])[cH:7][nH:8][c:9]1[CH3:10].[CH3:32][N:33]([CH3:34])[CH:35]=[O:36].[Cs+:29].[Cs+:30].[OH2:31]>>[CH2:1]([CH2:2][CH2:3][CH3:4])[c:5]1[c:6]([C:11]#[N:12])[cH:7][n:8](-[c:20]2[cH:19][cH:18][c:17]([C:16]([O:15][CH2:13][CH3:14])=[O:24])[cH:22][cH:21]2)[c:9]1[CH3:10].